From a dataset of the Open Reaction Database (ORD), a public repository of structured organic reaction records. describe an organic reaction: reactants, conditions, products, and yield Reactants: C(C)OC1=C(C=C(C=C1)S(=O)(=O)Cl)C1=NN2C(C(N1)=O)=C(N=C2CCC)CC (4-ethoxy-3-(5-ethyl-4-oxo-7-propyl-3,4-dihydroimidazo[5,1-f][1,2,4]triazin-2-yl)-benzenesulphonyl chloride), OC1CCNCC1 (4-hydroxypiperidine), OC1CCN(CC1)S(=O)(=O)C=1C=CC(=C(C1)C1=NN2C(C(N1)=O)=CN=C2CCC)OCC (2-[5-(4-hydroxy-piperidine-1-sulphonyl)-2-ethoxyphenyl]-7-propyl-3H-imidazo[5,1-f][1,2,4]triazin-4-one). Solvent: ClCCl.CO (dichloromethane methanol). Product: OC1CCN(CC1)S(=O)(=O)C=1C=CC(=C(C1)C1=NN2C(C(N1)=O)=C(N=C2CCC)CC)OCC (2-[5-(4-Hydroxypiperidine-1-sulphonyl)-2-ethoxyphenyl]-5-ethyl-7-propyl-3H-imidazo[5,1-f][1,2,4]triazin-4-one). Reaction SMILES: [CH2:1]([O:3][C:4]1[CH:9]=[CH:8][C:7]([S:10](Cl)(=[O:12])=[O:11])=[CH:6][C:5]=1[C:14]1[NH:19][C:18](=[O:20])[C:17]2=[C:21]([CH2:27][CH3:28])[N:22]=[C:23]([CH2:24][CH2:25][CH3:26])[N:16]2[N:15]=1)[CH3:2].[OH:29][CH:30]1[CH2:35][CH2:34][NH:33][CH2:32][CH2:31]1.OC1CCN(S(C2C=CC(OCC)=C(C3NC(=O)C4=CN=C(CCC)N4N=3)C=2)(=O)=O)CC1>ClCCl.CO>[OH:29][CH:30]1[CH2:35][CH2:34][N:33]([S:10]([C:7]2[CH:8]=[CH:9][C:4]([O:3][CH2:1][CH3:2])=[C:5]([C:14]3[NH:19][C:18](=[O:20])[C:17]4=[C:21]([CH2:27][CH3:28])[N:22]=[C:23]([CH2:24][CH2:25][CH3:26])[N:16]4[N:15]=3)[CH:6]=2)(=[O:12])=[O:11])[CH2:32][CH2:31]1 |f:3.4|. Procedure: By the same method, starting with 640 mg (1.5 mmol) of 4-ethoxy-3-(5-ethyl-4-oxo-7-propyl-3,4-dihydroimidazo[5,1-f][1,2,4]triazin-2-yl)-benzenesulphonyl chloride and 460 mg (45 mmol) of 4-hydroxypiperidine, 485 mg (66%) of 2-[5-(4-hydroxy-piperidine-1-sulphonyl)-2-ethoxyphenyl]-7-propyl-3H-imidazo[5,1-f][1,2,4]triazin-4-one are obtained. Rf=0.37 (dichloromethane/methanol=19:1)